From a dataset of the Open Reaction Database (ORD), a public repository of structured organic reaction records. describe an organic reaction: reactants, conditions, products, and yield The product is ClC=1C=C(C=CC1OS(=O)(=O)C)NC(=O)N(C)C (N-(3-chloro-4-methylsulfonyloxyphenyl)-N',N'-dimethylurea). Solvent: ClC1=CC=CC=C1 (chlorobenzene). RXN SMILES: [CH3:1][NH:2][CH3:3].[Cl:4][C:5]1[CH:6]=[C:7]([N:16]=[C:17]=[O:18])[CH:8]=[CH:9][C:10]=1[O:11][S:12]([CH3:15])(=[O:14])=[O:13]>ClC1C=CC=CC=1>[Cl:4][C:5]1[CH:6]=[C:7]([NH:16][C:17]([N:2]([CH3:3])[CH3:1])=[O:18])[CH:8]=[CH:9][C:10]=1[O:11][S:12]([CH3:15])(=[O:14])=[O:13]. Procedure: 120 g of dimethylamine were introduced into a solution of 620 g of 3-chloro-4-methylsulfonyloxyphenylisocyanate (alternative name: methanesulfonic acid 2-chloro-4-isocyanatophenyl ester) in 2.5 liters of chlorobenzene at a temperature of 5°-22°C, whilst cooling. The crystals which thereupon formed were filtered off and dried. Yield: 714 g of N-(3-chloro-4-methylsulfonyloxyphenyl)-N',N'-dimethylurea, of melting point 130°-132°C. Starting materials: CNC (dimethylamine), ClC=1C=C(C=CC1OS(=O)(=O)C)N=C=O (3-chloro-4-methylsulfonyloxyphenylisocyanate).